This data is from the Open Reaction Database (ORD), a public repository of structured organic reaction records. The task is: describe an organic reaction: reactants, conditions, products, and yield Starting materials: CSCNC1=NC(=CC=C1)C=1C=NC(=NC1)N1[C@@H](CCC1)C(F)(F)F ((S)—N-((methylthio)methyl)-6-(2-(2-(trifluoromethyl)pyrrolidin-1-yl)pyrimidin-5-yl)pyridine-2-amine), Intermediate, C1CCC(CC1)N=C=NC2CCCCC2 (DCC), N1(C)C(=O)N(C)C=2N=CN(C2C1=O)CC(=O)O (theophylline 7-acetic acid), N1(C)C(=O)N(C)C=2N=CN(C2C1=O)CC(=O)O (theophylline 7-acetic acid), C1CCC(CC1)N=C=NC2CCCCC2 (DCC). The solvent is N1=CC=CC=C1 (pyridine), C(Cl)Cl (CH2Cl2). Conditions: temperature 60 celsius, time 2 hour. The product is CN1C(N(C=2N=CN(C2C1=O)CC(=O)N(C1=NC(=CC=C1)C=1C=NC(=NC1)N1[C@@H](CCC1)C(F)(F)F)CSC)C)=O ((S)-2-(1,3-dimethyl-2,6-dioxo-1,2,3,6-tetrahydro-7H-purin-7-yl)-N-((methylthio)methyl)-N-(6 (2 (2 (trifluoromethyl)pyrrolidin-1-yl)pyrimidin-5-yl)pyridin-2-yl)acetamide). Yield: 68.3%. As a reaction SMILES: [CH3:1][S:2][CH2:3][NH:4][C:5]1[CH:10]=[CH:9][CH:8]=[C:7]([C:11]2[CH:12]=[N:13][C:14]([N:17]3[CH2:21][CH2:20][CH2:19][C@H:18]3[C:22]([F:25])([F:24])[F:23])=[N:15][CH:16]=2)[N:6]=1.C1CCC(N=C=NC2CCCCC2)CC1.[N:41]1([C:52](=[O:53])[C:51]2[N:50]([CH2:54][C:55](O)=[O:56])[CH:49]=[N:48][C:47]=2[N:45]([CH3:46])[C:43]1=[O:44])[CH3:42]>N1C=CC=CC=1.C(Cl)Cl>[CH3:42][N:41]1[C:52](=[O:53])[C:51]2[N:50]([CH2:54][C:55]([N:4]([CH2:3][S:2][CH3:1])[C:5]3[CH:10]=[CH:9][CH:8]=[C:7]([C:11]4[CH:16]=[N:15][C:14]([N:17]5[CH2:21][CH2:20][CH2:19][C@H:18]5[C:22]([F:25])([F:23])[F:24])=[N:13][CH:12]=4)[N:6]=3)=[O:56])[CH:49]=[N:48][C:47]=2[N:45]([CH3:46])[C:43]1=[O:44]. Reported procedure: A solution of (S)—N-((methylthio)methyl)-6-(2-(2-(trifluoromethyl)pyrrolidin-1-yl)pyrimidin-5-yl)pyridine-2-amine (Intermediate 4.17 g, 46.0 mmol) and DCC (18.99 g, 92 mmol) in pyridine (230 mL) was heated for 30 minutes at 60° C. before theophylline 7-acetic acid (21.92 g, 92 mmol) was added in one portion. The reaction mixture was stirred at 60° C. and monitored by LCMS. After 2 hours, additional theophylline 7-acetic acid (21.92 g, 92 mmol) and DCC (18.99 g, 92 mmol) were added to drive the r... Procedure details: 3,5-dichloro-1-[(1R)-1-cyclopropylpropyl]-2(1H)-pyrazinone (67.9 mg, 0.275 mmol) and 5-bromo-7-methoxy-3,4-dihydro-2H-1,4-benzoxazine (67 mg, 0.275 mmol) were combined in THF (1.4 mL). The mixture was cooled to 0° C. and was treated with NaHMDS (302 μL, 0.302 mmol, 1 M in THF). The cooling bath was removed and the reaction mixture was stirred at room temperature overnight. The reaction mixture was poured into a separatory funnel containing saturated NaHCO3 and the aqueous layer was extracted wit... Product: BrC1=CC(=CC2=C1N(CCO2)C=2C(N(C=C(N2)Cl)[C@H](CC)C2CC2)=O)OC (3-(5-Bromo-7-methoxy-2,3-dihydro-4H-1,4-benzoxazin-4-yl)-5-chloro-1-[(1R)-1-cyclopropylpropyl]-2(1H)-pyrazinone). Run in C1CCOC1 (THF). The reactants are ClC=1C(N(C=C(N1)Cl)[C@H](CC)C1CC1)=O (3,5-dichloro-1-[(1R)-1-cyclopropylpropyl]-2(1H)-pyrazinone), BrC1=CC(=CC2=C1NCCO2)OC (5-bromo-7-methoxy-3,4-dihydro-2H-1,4-benzoxazine), C[Si](C)(C)[N-][Si](C)(C)C.[Na+] (NaHMDS). Run at temperature 0 celsius, time 8 hour. Reaction SMILES: Cl[C:2]1[C:3](=[O:15])[N:4]([C@@H:9]([CH:12]2[CH2:14][CH2:13]2)[CH2:10][CH3:11])[CH:5]=[C:6]([Cl:8])[N:7]=1.[Br:16][C:17]1[C:22]2[NH:23][CH2:24][CH2:25][O:26][C:21]=2[CH:20]=[C:19]([O:27][CH3:28])[CH:18]=1.C[Si]([N-][Si](C)(C)C)(C)C.[Na+]>C1COCC1>[Br:16][C:17]1[C:22]2[N:23]([C:2]3[C:3](=[O:15])[N:4]([C@@H:9]([CH:12]4[CH2:14][CH2:13]4)[CH2:10][CH3:11])[CH:5]=[C:6]([Cl:8])[N:7]=3)[CH2:24][CH2:25][O:26][C:21]=2[CH:20]=[C:19]([O:27][CH3:28])[CH:18]=1 |f:2.3|. Starting materials: C(C)(=O)O (acetic acid), C(C)(C)NC1=NC=CC=N1 (2-isopropylamino-pyrimidine), BrN1C(CCC1=O)=O (N-bromosuccinimide), powder. Run in O (water). Reaction conditions: time 1 hour. Product: C(C)(C)NC1=NC=C(C=N1)Br (2-isopropylamino-5-bromo pyrimidine). Isolated yield 92.6%. As a reaction SMILES: C(O)(=O)C.[CH:5]([NH:8][C:9]1[N:14]=[CH:13][CH:12]=[CH:11][N:10]=1)([CH3:7])[CH3:6].[Br:15]N1C(=O)CCC1=O>O>[CH:5]([NH:8][C:9]1[N:14]=[CH:13][C:12]([Br:15])=[CH:11][N:10]=1)([CH3:7])[CH3:6]. Procedure: 75 ml of acetic acid, 13.7 g (0.1 mole) of 2-isopropylamino-pyrimidine and 17.8 g (0.1 mole) of N-bromosuccinimide are poured into a 1 liter reaction vessel. The reaction mixture is stirred for 1 hour at room temperature and then poured into iced water. The resultant precipitate is filtered off, washed with water and dried. 20 g (yield 92%) of the title compound was obtained as a white powder melting at 90° C. Elemental analysis showed that the compound had the expected empirical formula of C7H1... The reactants are C(C=C)C1C(CC(C(C(OC(C2CCCCN2C(C(C2(C(CC(C(C(CC(CC(=C1)C)C)OC)O2)OC)C)O)O)=O)=O)C(=CC2CC(CCC2)OC)C)C)O[Si](C)(C)C(C)(C)C)=O (17-Allyl-1.2-dihydroxy-12-[2-(3-methoxycyclohexyl)-1-methylvinyl]-14-t butyldimethylsilyloxy-23,25-dimethoxy-13,19,21.27-tetramethyl-11,28-dioxa-4-azatricyclo [22.3.1.04,9 ]octacos-18-ene-3,10,16-trione), C(O)([O-])=O.[Na+] (sodium hydrogen carbonate). The reagents and catalysts are C(C)(=O)[O-].[Cu+2].C(C)(=O)[O-] (copper (II) acetate). Run in C(C)(=O)O (acetic acid). Reaction conditions: temperature 80 celsius. Yields the product C(C=C)C1C(CC(C(C(OC(C2CCCCN2C(C(C2(C(CC(C(C(CC(CC(=C1)C)C)OC)O2)OC)C)O)=O)=O)=O)C(=CC2CC(CCC2)OC)C)C)O[Si](C)(C)C(C)(C)C)=O (17-Allyl-1-hydroxy-12-[2-(3-methoxycyclohexyl)-1-methylvinyl]-14-t butyldimethylsilyloxy-23,25-dimethoxy-13,19,21,27-tetramethyl-11,28-dioxa-4-azatricyclo [22.3.1.04,9 ]octacos-18-ene-2.3,10,16-tetraone). Isolated yield 47.2%. RXN SMILES: [CH2:1]([CH:4]1[CH:30]=[C:29]([CH3:31])[CH2:28][CH:27]([CH3:32])[CH2:26][CH:25]([O:33][CH3:34])[CH:24]2[O:35][C:20]([OH:39])([CH:21]([CH3:38])[CH2:22][CH:23]2[O:36][CH3:37])[CH:19]([OH:40])[C:18](=[O:41])[N:17]2[CH:12]([CH2:13][CH2:14][CH2:15][CH2:16]2)[C:11](=[O:42])[O:10][CH:9]([C:43]([CH3:53])=[CH:44][CH:45]2[CH2:50][CH2:49][CH2:48][CH:47]([O:51][CH3:52])[CH2:46]2)[CH:8]([CH3:54])[CH:7]([O:55][Si:56]([C:59]([CH3:62])([CH3:61])[CH3:60])([CH3:58])[CH3:57])[CH2:6][C:5]1=[O:63])[CH:2]=[CH2:3].C(=O)([O-])O.[Na+]>C(O)(=O)C.C([O-])(=O)C.[Cu+2].C([O-])(=O)C>[CH2:1]([CH:4]1[CH:30]=[C:29]([CH3:31])[CH2:28][CH:27]([CH3:32])[CH2:26][CH:25]([O:33][CH3:34])[CH:24]2[O:35][C:20]([OH:39])([CH:21]([CH3:38])[CH2:22][CH:23]2[O:36][CH3:37])[C:19](=[O:40])[C:18](=[O:41])[N:17]2[CH:12]([CH2:13][CH2:14][CH2:15][CH2:16]2)[C:11](=[O:42])[O:10][CH:9]([C:43]([CH3:53])=[CH:44][CH:45]2[CH2:50][CH2:49][CH2:48][CH:47]([O:51][CH3:52])[CH2:46]2)[CH:8]([CH3:54])[CH:7]([O:55][Si:56]([C:59]([CH3:60])([CH3:61])[CH3:62])([CH3:57])[CH3:58])[CH2:6][C:5]1=[O:63])[CH:2]=[CH2:3] |f:1.2,4.5.6|. Reported procedure: A solution of the product of step (b) (85 mg) in glacial acetic acid (10 ml) containing copper (II) acetate (1 g) was heated at 80° C. for 5 minutes. The cooled reaction mixture was then poured into saturated aqueous sodium hydrogen carbonate solution and this was extracted with diethyl ether. The ether extracts were then dried (MgSO4), filtered and concentrated to an oil in vacuo. Chromatography on silica eluting with acetone/hexane [2:5] then gave the subtitle compound as a foam (40 mg). Reactants: Cl (HCl), C1(=CC=CC=C1)C1OC2=CC=C(C=C2CC1)O (2-phenylchroman-6-ol), ClC1=C(C=C(C=C1)OC)[N+](=O)[O-] (1-chloro-4-methoxy-2-nitrobenzene), [OH-].[K+] (Potassium hydroxide), [I-].[K+] (potassium iodide). The solvent is CS(=O)C (DMSO). Reaction conditions: temperature 90 celsius, time 1 hour. Yields the product COC1=CC(=C(OC=2C=C3CCC(OC3=CC2)C2=CC=CC=C2)C=C1)[N+](=O)[O-] (6-(4-Methoxy-2-nitrophenoxy)-2-phenylchroman). RXN SMILES: [C:1]1([CH:7]2[CH2:16][CH2:15][C:14]3[C:9](=[CH:10][CH:11]=[C:12]([OH:17])[CH:13]=3)[O:8]2)[CH:6]=[CH:5][CH:4]=[CH:3][CH:2]=1.Cl[C:19]1[CH:24]=[CH:23][C:22]([O:25][CH3:26])=[CH:21][C:20]=1[N+:27]([O-:29])=[O:28].[OH-].[K+].[I-].[K+].Cl>CS(C)=O>[CH3:26][O:25][C:22]1[CH:23]=[CH:24][C:19]([O:17][C:12]2[CH:13]=[C:14]3[C:9](=[CH:10][CH:11]=2)[O:8][CH:7]([C:1]2[CH:2]=[CH:3][CH:4]=[CH:5][CH:6]=2)[CH2:16][CH2:15]3)=[C:20]([N+:27]([O-:29])=[O:28])[CH:21]=1 |f:2.3,4.5|. Reported procedure: The 2-phenylchroman-6-ol (500 mg) and 1-chloro-4-methoxy-2-nitrobenzene (390 mg) were dissolved in DMSO (10 ml). Potassium hydroxide (230 mg) and potassium iodide (520 mg) were added and the resulting mixture was stirred at 90° C. for 1 hour. After cooling it was poured in to 1 M HCl-solution (20 ml) and extracted with dichloromethane. The combined organic layers were washed with water until neutral and then with saturated NaCl-solution and dried with Na2SO4. After evaporating the solvents the 6... The reactants are C(=O)([O-])[O-].[K+].[K+] (K2CO3), C1(=CC=CC=C1)P(=O)(C(OCC)OCC)C1=CC=CC=C1 (1-(diphenylphosphinyl)-1,1-diethoxymethane), C(C)(C)[N-]C(C)C.[Li+] (lithium diisopropylamide), C(C)(C)NC(C)C (diisopropylamine). Solvent: C1CCOC1 (THF), CCOCC (ether), CC(=O)C (acetone), O (water). Run at time 30 minute. The product is C1(=CC=CC=C1)P(=O)(C(OCC)(OCC)C(O)(C)C)C1=CC=CC=C1 (1-(diphenylphosphinyl) -1-(1,1-dimethyl-1-hydroxymethyl)-1,1-diethoxymethane). As a reaction SMILES: [C:1]1([P:7]([C:16]2[CH:21]=[CH:20][CH:19]=[CH:18][CH:17]=2)([CH:9]([O:13][CH2:14][CH3:15])[O:10][CH2:11][CH3:12])=[O:8])[CH:6]=[CH:5][CH:4]=[CH:3][CH:2]=1.[CH:22]([N-]C(C)C)([CH3:24])[CH3:23].[Li+].C(NC(C)C)(C)C.C([O-])([O-])=[O:38].[K+].[K+]>C1COCC1.O.CC(C)=O.CCOCC>[C:1]1([P:7]([C:16]2[CH:21]=[CH:20][CH:19]=[CH:18][CH:17]=2)([C:9]([C:22]([CH3:24])([CH3:23])[OH:38])([O:13][CH2:14][CH3:15])[O:10][CH2:11][CH3:12])=[O:8])[CH:2]=[CH:3][CH:4]=[CH:5][CH:6]=1 |f:1.2,4.5.6|. Procedure: To 1-(diphenylphosphinyl)-1,1-diethoxymethane (20 g) in THF (600 mL)/ether (200 mL) at -95° C. was added lithium diisopropylamide (prepared from diisopropylamine (11.5 mL) and nBuLl (7.8 mL, 0.0788 mol), followed by acetone (9.6 mL). The mixture was stirred for 30 minutes, water (100 mL) was added and then after warming the mixture to room temperature K2CO3 was added (4 g). The mixture was extracted with ethyl acetate (2×200 mL), the combined organic layers were washed with brine and dried over ... Starting materials: C(C)(=O)O[C@H]1CC2C[C@H]([C@H]3[C@@H]4CC[C@H]([C@@H](CCC(=O)OC)C)[C@]4([C@H](C[C@@H]3[C@]2(CC1)C)O)C)OC(C)=O (methyl 3α,7α-diacetoxy-12α-hydroxycholanate), Cl[O-].[Na+] (sodium hypochlorite). The product is C(C)(=O)O[C@H]1CC2C[C@H]([C@H]3[C@@H]4CC[C@H]([C@@H](CCC(=O)OC)C)[C@]4(C(C[C@@H]3[C@]2(CC1)C)=O)C)OC(C)=O (methyl 3α,7α-diacetoxy-12-ketocholanate). RXN SMILES: [C:1]([O:4][C@@H:5]1[CH2:29][CH2:28][C@@:27]2([CH3:30])[CH:7]([CH2:8][C@@H:9]([O:33][C:34](=[O:36])[CH3:35])[C@@H:10]3[C@@H:26]2[CH2:25][C@H:24]([OH:31])[C@@:23]2([CH3:32])[C@H:11]3[CH2:12][CH2:13][C@@H:14]2[C@H:15]([CH3:22])[CH2:16][CH2:17][C:18]([O:20][CH3:21])=[O:19])[CH2:6]1)(=[O:3])[CH3:2].Cl[O-].[Na+]>>[C:1]([O:4][C@@H:5]1[CH2:29][CH2:28][C@@:27]2([CH3:30])[CH:7]([CH2:8][C@@H:9]([O:33][C:34](=[O:36])[CH3:35])[C@@H:10]3[C@@H:26]2[CH2:25][C:24](=[O:31])[C@@:23]2([CH3:32])[C@H:11]3[CH2:12][CH2:13][C@@H:14]2[C@H:15]([CH3:22])[CH2:16][CH2:17][C:18]([O:20][CH3:21])=[O:19])[CH2:6]1)(=[O:3])[CH3:2] |f:1.2|. Procedure details: wherein the oxidation reaction of the methyl 3α,7α-diacetoxy-12α-hydroxycholanate intermediate on the hydroxyl group in position 12, takes place by means of the sodium hypochlorite, to give the methyl 3α,7α-diacetoxy-12-ketocholanate intermediate. Starting materials: O=C(O)c1ccc(N2CC(F)(F)C2)c(OCC2CC2)n1, Cc1nc(C(N)CC2CC2)no1. Product: Cc1nc(C(CC2CC2)NC(=O)c2ccc(N3CC(F)(F)C3)c(OCC3CC3)n2)no1. RXN SMILES: [CH:1]1([CH2:4][O:5][c:6]2[c:7]([N:15]3[CH2:16][C:17]([F:19])([F:20])[CH2:18]3)[cH:8][cH:9][c:10]([C:12](=[O:13])[OH:14])[n:11]2)[CH2:2][CH2:3]1.[CH:21]1([CH2:24][CH:25]([c:26]2[n:27][o:28][c:29]([CH3:31])[n:30]2)[NH2:32])[CH2:22][CH2:23]1>>[CH:1]1([CH2:4][O:5][c:6]2[c:7]([N:15]3[CH2:16][C:17]([F:19])([F:20])[CH2:18]3)[cH:8][cH:9][c:10]([C:12](=[O:14])[NH:32][CH:25]([CH2:24][CH:21]3[CH2:22][CH2:23]3)[c:26]3[n:27][o:28][c:29]([CH3:31])[n:30]3)[n:11]2)[CH2:2][CH2:3]1.